This data is from the Open Reaction Database (ORD), a public repository of structured organic reaction records. The task is: describe an organic reaction: reactants, conditions, products, and yield Starting materials: CCO, COc1ccnc(CCl)c1, Cl, FC(F)(F)c1cccc2nc(S)[nH]c12, [Na+], [OH-]. Yields the product COc1ccnc(CSc2nc3c(C(F)(F)F)cccc3[nH]2)c1. Reaction SMILES: [CH3:26][CH2:27][OH:28].[Cl:2][CH2:3][c:4]1[n:5][cH:6][cH:7][c:8]([O:10][CH3:11])[cH:9]1.[ClH:1].[F:12][C:13]([c:14]1[cH:15][cH:16][cH:17][c:18]2[n:19][c:20]([SH:23])[nH:21][c:22]12)([F:24])[F:25].[Na+:30].[OH-:29]>>[CH2:3]([c:4]1[n:5][cH:6][cH:7][c:8]([O:10][CH3:11])[cH:9]1)[S:23][c:20]1[nH:19][c:18]2[cH:17][cH:16][cH:15][c:14]([C:13]([F:12])([F:24])[F:25])[c:22]2[n:21]1. The solvent is COCCOC (DME). The product is NC1=NC(=C(C(=C1C#N)C=1OC=CC1)C#N)OC1CCCCC1 (2-Amino-6-cyclohexyloxy-4-furan-2-yl-pyridine-3,5-dicarbonitrile). Reaction SMILES: [NH2:1][C:2]1[C:7]([C:8]#[N:9])=[C:6]([C:10]2[O:11][CH:12]=[CH:13][CH:14]=2)[C:5]([C:15]#[N:16])=[C:4](S(C)=O)[N:3]=1.[CH:20]1([OH:26])[CH2:25][CH2:24][CH2:23][CH2:22][CH2:21]1.C1CCN2C(=NCCC2)CC1>COCCOC>[NH2:1][C:2]1[C:7]([C:8]#[N:9])=[C:6]([C:10]2[O:11][CH:12]=[CH:13][CH:14]=2)[C:5]([C:15]#[N:16])=[C:4]([O:26][CH:20]2[CH2:25][CH2:24][CH2:23][CH2:22][CH2:21]2)[N:3]=1. Starting materials: NC1=NC(=C(C(=C1C#N)C=1OC=CC1)C#N)S(=O)C (2-amino-4-furan-2-yl-6-methanesulfinyl-pyridine-3,5-dicarbonitrile), C1(CCCCC1)O (cyclohexanol), C1CCC2=NCCCN2CC1 (DBU). Procedure details: From 2-amino-4-furan-2-yl-6-methanesulfinyl-pyridine-3,5-dicarbonitrile, cyclohexanol and DBU in DME. EI-MS m/e (%): 308 (M+, 12), 226 ([M—C6H10]−, 100). Reactants: COC(CC(=O)NC1=CC=CC=C1)(CCC)OC (3,3-dimethoxy-hexananilide), C(C)(C)OC(C)C (isopropyl ether). The solvent is CO (methanol). Product: COC(=CC(=O)NC1=CC=CC=C1)CCC (3-methoxy-2-hexenanilide). The yield is 45.8%. Reaction SMILES: [CH3:1][O:2][C:3](OC)([CH2:14][CH2:15][CH3:16])[CH2:4][C:5]([NH:7][C:8]1[CH:13]=[CH:12][CH:11]=[CH:10][CH:9]=1)=[O:6].C(OC(C)C)(C)C>CO>[CH3:1][O:2][C:3]([CH2:14][CH2:15][CH3:16])=[CH:4][C:5]([NH:7][C:8]1[CH:13]=[CH:12][CH:11]=[CH:10][CH:9]=1)=[O:6]. Procedure: 60 g of 3,3-dimethoxy-hexananilide were heated at 145° C until the distillation of methanol ceased and after cooling, isopropyl ether was added thereto. The precipitate formed was recovered by vacuum filtration to obtain 24 g of 3-methoxy-2-hexenanilide melting at 104° C.